This data is from the Open Reaction Database (ORD), a public repository of structured organic reaction records. The task is: describe an organic reaction: reactants, conditions, products, and yield Starting materials: CS(=O)(=O)OC(C1=C(C=CC=C1)OC)C=1C=NC(=CC1)NC(=O)C1(CC1)C1=CC2=C(OCO2)C=C1 ((6-(1-(benzo[d][1,3]dioxol-5-yl)cyclopropanecarboxamido)pyridin-3-yl)(2-methoxyphenyl)methyl methanesulfonate), CC1CNCC(O1)C (2,6-dimethylmorpholine), O1COC2=C1C=CC(=C2)C2(CC2)C(=O)NC2=NC=C(C=C2)C(C2=C(C=CC=C2)OC)N(C)C (1-(benzo[d][1,3]dioxol-5-yl)-N-(5-((dimethylamino)(2-methoxyphenyl)methyl)pyridin-2-yl)cyclopropanecarboxamide). Yields the product O1COC2=C1C=CC(=C2)C2(CC2)C(=O)NC2=NC=C(C=C2)C(C2=C(C=CC=C2)OC)N2CC(OC(C2)C)C (1-(Benzo[d][1,3]dioxol-5-yl)-N-(5-((2,6-dimethylmorpholino)(2-methoxyphenyl)methyl)pyridin-2-yl)cyclopropanecarboxamide). Reaction SMILES: CS(O[CH:6]([C:15]1[CH:16]=[N:17][C:18]([NH:21][C:22]([C:24]2([C:27]3[CH:35]=[CH:34][C:30]4[O:31][CH2:32][O:33][C:29]=4[CH:28]=3)[CH2:26][CH2:25]2)=[O:23])=[CH:19][CH:20]=1)[C:7]1[CH:12]=[CH:11][CH:10]=[CH:9][C:8]=1[O:13][CH3:14])(=O)=O.[CH3:36][CH:37]1[O:42][CH:41]([CH3:43])[CH2:40][NH:39][CH2:38]1.O1C2C=CC(C3(C(NC4C=CC(C(N(C)C)C5C=CC=CC=5OC)=CN=4)=O)CC3)=CC=2OC1>>[O:31]1[C:30]2[CH:34]=[CH:35][C:27]([C:24]3([C:22]([NH:21][C:18]4[CH:19]=[CH:20][C:15]([CH:6]([N:39]5[CH2:38][CH:37]([CH3:36])[O:42][CH:41]([CH3:43])[CH2:40]5)[C:7]5[CH:12]=[CH:11][CH:10]=[CH:9][C:8]=5[O:13][CH3:14])=[CH:16][N:17]=4)=[O:23])[CH2:25][CH2:26]3)=[CH:28][C:29]=2[O:33][CH2:32]1. Procedure: 1-(Benzo[d][1,3]dioxol-5-yl)-N-(5-((2,6-dimethylmorpholino)(2-methoxyphenyl)methyl)pyridin-2-yl)cyclopropanecarboxamide was prepared from (6-(1-(benzo[d][1,3]dioxol-5-yl)cyclopropanecarboxamido)pyridin-3-yl)(2-methoxyphenyl)methyl methanesulfonate and 2,6-dimethylmorpholine in a manner analogous to that of 1-(benzo[d][1,3]dioxol-5-yl)-N-(5-((dimethylamino)(2-methoxyphenyl)methyl)pyridin-2-yl)cyclopropanecarboxamide. Reactants: CC(=O)O, CCO, COc1ccccc1N1CCC(CNCC2COc3cccc(OS(=O)(=O)c4ccc(C)cc4)c3O2)CC1, Cl, Cl, [K+], [OH-], O. The product is COc1ccccc1N1CCC(CNCC2COc3cccc(O)c3O2)CC1. Reaction SMILES: [CH3:43][C:44](=[O:45])[OH:46].[CH3:48][CH2:49][OH:50].[CH3:5][O:6][c:7]1[c:8]([N:13]2[CH2:14][CH2:15][CH:16]([CH2:19][NH:20][CH2:21][CH:22]3[CH2:23][O:24][c:25]4[c:26]([c:28]([O:32][S:33]([c:34]5[cH:35][cH:36][c:37]([CH3:38])[cH:39][cH:40]5)(=[O:41])=[O:42])[cH:29][cH:30][cH:31]4)[O:27]3)[CH2:17][CH2:18]2)[cH:9][cH:10][cH:11][cH:12]1.[ClH:3].[ClH:4].[K+:2].[OH-:1].[OH2:47]>>[CH3:5][O:6][c:7]1[c:8]([N:13]2[CH2:14][CH2:15][CH:16]([CH2:19][NH:20][CH2:21][CH:22]3[CH2:23][O:24][c:25]4[c:26]([c:28]([OH:32])[cH:29][cH:30][cH:31]4)[O:27]3)[CH2:17][CH2:18]2)[cH:9][cH:10][cH:11][cH:12]1. The reactants are C(C)(=O)C=1C=C2CCCCC2=CC1 (6-acetyltetralin), C(C1=CC=CC=C1)N (benzylamine), Cl (hydrogen chloride), C(C)OCC (diethyl ether). Run in C(C)(=O)OCC (ethyl acetate). Yields the product CN1CC2=CC=CC=C2C(C1)C1=CC=2CCCCC2C=C1 (2-Methyl-4-(5,6,7,8-tetrahydronaphthalen-2-yl)-1,2,3,4-tetrahydroisoquinoline), hydrochloride salt. Isolated yield 98.6%. Reaction SMILES: [C:1]([C:4]1[CH:5]=[C:6]2[C:11](=[CH:12][CH:13]=1)[CH2:10][CH2:9][CH2:8][CH2:7]2)(=O)[CH3:2].[CH2:14]([NH2:21])[C:15]1[CH:20]=[CH:19][CH:18]=[CH:17][CH:16]=1.Cl.[CH2:23](OCC)C>C(OCC)(=O)C>[CH3:23][N:21]1[CH2:2][CH:1]([C:4]2[CH:13]=[CH:12][C:11]3[CH2:10][CH2:9][CH2:8][CH2:7][C:6]=3[CH:5]=2)[C:20]2[C:15](=[CH:16][CH:17]=[CH:18][CH:19]=2)[CH2:14]1. Procedure: 2-Methyl-4-(5,6,7,8-tetrahydronaphthalen-2-yl)-1,2,3,4-tetrahydroisoquinoline was prepared from 6-acetyltetralin and benzylamine as described in Example 58 (Steps A to D). It was dissolved in ethyl acetate and treated with 2 M hydrogen chloride in diethyl ether (2 equiv) to give the corresponding hydrochloride salt (0.43 g, 98.6% AUC HPLC): 1H NMR (300 MHz, MeOD) δ 7.22-7.34 (m, 3H), 7.08 (d, J=7.8 Hz, 1H), 6.94 (br s, 3H), 4.49-4.62 (m, 3H), 3.81 (dd, J=12.0, 6.0 Hz, 1H), 3.53 (t, J=11.7 Hz, 1H... As a reaction SMILES: [CH3:3][O:4][C:5]([CH:6]([CH2:7][CH2:8][N:9]1[CH2:10][CH:11]([OH:17])[C:12]2([CH2:13][CH2:14]2)[CH2:15][CH2:16]1)[N:18]1[CH2:19][CH:20]([CH3:26])[NH:21][CH2:22][CH2:23][C:24]1=[O:25])=[O:27].[Cl:28][c:29]1[cH:30][c:31]([N:35]=[C:36]=[O:37])[cH:32][cH:33][cH:34]1.[ClH:1].[ClH:2]>>[CH3:3][O:4][C:5]([CH:6]([CH2:7][CH2:8][N:9]1[CH2:10][CH:11]([OH:17])[C:12]2([CH2:13][CH2:14]2)[CH2:15][CH2:16]1)[N:18]1[CH2:19][CH:20]([CH3:26])[N:21]([C:36]([NH:35][c:31]2[cH:30][c:29]([Cl:28])[cH:34][cH:33][cH:32]2)=[O:37])[CH2:22][CH2:23][C:24]1=[O:25])=[O:27]. Product: COC(=O)C(CCN1CCC2(CC2)C(O)C1)N1CC(C)N(C(=O)Nc2cccc(Cl)c2)CCC1=O. Reactants: COC(=O)C(CCN1CCC2(CC2)C(O)C1)N1CC(C)NCCC1=O, O=C=Nc1cccc(Cl)c1, Cl, Cl. Starting materials: Brc1ccc(CCNCc2ccccc2)cc1, CCO, Clc1cccc(C2CO2)c1. The product is OC(CN(CCc1ccc(Br)cc1)Cc1ccccc1)c1cccc(Cl)c1. RXN SMILES: [CH2:1]([c:2]1[cH:3][cH:4][cH:5][cH:6][cH:7]1)[NH:8][CH2:9][CH2:10][c:11]1[cH:12][cH:13][c:14]([Br:17])[cH:15][cH:16]1.[CH3:28][CH2:29][OH:30].[Cl:18][c:19]1[cH:20][c:21]([CH:25]2[O:26][CH2:27]2)[cH:22][cH:23][cH:24]1>>[CH2:1]([c:2]1[cH:3][cH:4][cH:5][cH:6][cH:7]1)[N:8]([CH2:9][CH2:10][c:11]1[cH:12][cH:13][c:14]([Br:17])[cH:15][cH:16]1)[CH2:27][CH:25]([c:21]1[cH:20][c:19]([Cl:18])[cH:24][cH:23][cH:22]1)[OH:26]. Reactants: C(C)(C)NC(C)C (diisopropylamine), solution, C(CCC)[Li] (butyl lithium), C(C#C)(=O)O (propiolic acid), BrCCCCCBr (1,5-dibromopentane), ice water. Solvent: O1CCCC1 (tetrahydrofuran), CCCCCC (hexane), CN(P(=O)(N(C)C)N(C)C)C (hexamethylphosphoramide). Conditions: temperature -10 celsius, time 1 hour. The product is COC(C#CCCCCCBr)=O (8-bromo-2-octynoic acid methyl ester). As a reaction SMILES: [CH:1](NC(C)C)(C)C.C([Li])CCC.Br[CH2:14][CH2:15][CH2:16][CH2:17][CH2:18][Br:19].[C:20]([OH:24])(=[O:23])[C:21]#[CH:22]>O1CCCC1.CCCCCC.CN(C)P(N(C)C)(N(C)C)=O>[CH3:1][O:23][C:20](=[O:24])[C:21]#[C:22][CH2:14][CH2:15][CH2:16][CH2:17][CH2:18][Br:19]. Reported procedure: To a solution of 1.5 ml of diisopropylamine in 75 ml of tetrahydrofuran were added dropwise 135 ml of 1.5 M solution of butyl lithium in hexane, 75 ml of hexamethylphosphoramide (HMPA) and 6.15 ml of propiolic acid, successively, at -50° C., the mixture was allowed to heat to -10° C. over a period of 2 hours. To it was added dropwise 27.2 ml of 1,5-dibromopentane at -25° to -30° C., the solution allowed to heat to room temperature over a period of 2 hours, and stirred for one hour. The reaction ... Reactants: N(C(=O)C)\C(=C/C(=O)OC)\C (methyl 3-acetaminocrotonate), FC=1C=C(N)C=CC1N1CCSCC1 (3-fluoro-4-thiomorpholinoaniline), C[Al](C)C (trimethylaluminium), N#N (N2). Run in C(Cl)Cl (CH2Cl2), C(Cl)Cl (CH2Cl2). Conditions: time 40 minute. Product: FC=1C=C(C=CC1N1CCSCC1)N1C(=NC(=CC1=O)C)C (3-(3-fluoro-4-thiomorpholinophenyl)-2,6-dimethylpyrimidin-4(3H)-one). The yield is 50.4%. Reaction SMILES: [F:1][C:2]1[CH:3]=[C:4]([CH:6]=[CH:7][C:8]=1[N:9]1[CH2:14][CH2:13][S:12][CH2:11][CH2:10]1)[NH2:5].C[Al](C)C.N#N.[NH:21](/[C:25](/[CH3:31])=[CH:26]\[C:27](OC)=[O:28])[C:22]([CH3:24])=O>C(Cl)Cl>[F:1][C:2]1[CH:3]=[C:4]([N:5]2[C:27](=[O:28])[CH:26]=[C:25]([CH3:31])[N:21]=[C:22]2[CH3:24])[CH:6]=[CH:7][C:8]=1[N:9]1[CH2:10][CH2:11][S:12][CH2:13][CH2:14]1. Procedure details: To a solution of 3-fluoro-4-thiomorpholinoaniline (1.20 g, 5.65 mmol) in anhydrous CH2Cl2 (60 mL) was added trimethylaluminium (28.5 mL, 28.5 mmol, 1 M in heptane) carefully dropwise under the protection of N2. Upon the end of addition the mixture was stirred at rt for 40 min, followed by the addition of a solution of methyl 3-acetaminocrotonate (2.66 g, 16.92 mmol) in anhydrous CH2Cl2 (20 mL). Upon the end of addition the reaction mixture was stirred at rt for another 6 h, then quenched with wa... Yields the product COC(=O)Cc1cc2ccc(OCCCN)cc2n(Cc2ccccc2)c1=O. Reactants: COC(=O)CC1Cc2ccc(OCCNC(=O)OC(C)(C)C)cc2NC1=O, COC(=O)Cc1cc2ccc(OCCCNC(=O)OC(C)(C)C)cc2n(Cc2ccccc2)c1=O. RXN SMILES: [CH3:1][O:2][C:3](=[O:4])[CH2:5][CH:6]1[CH2:7][c:8]2[c:9]([cH:10][c:11]([O:12][CH2:13][CH2:14][NH:15][C:16]([O:17][C:18]([CH3:19])([CH3:20])[CH3:21])=[O:22])[cH:23][cH:24]2)[NH:25][C:26]1=[O:27].[CH3:28][O:29][C:30]([CH2:31][c:32]1[c:33](=[O:61])[n:34]([CH2:54][c:55]2[cH:56][cH:57][cH:58][cH:59][cH:60]2)[c:35]2[cH:36][c:37]([O:42][CH2:43][CH2:44][CH2:45][NH:46][C:47]([O:48][C:49]([CH3:50])([CH3:51])[CH3:52])=[O:53])[cH:38][cH:39][c:40]2[cH:41]1)=[O:62]>>[CH3:28][O:29][C:30]([CH2:31][c:32]1[c:33](=[O:61])[n:34]([CH2:54][c:55]2[cH:56][cH:57][cH:58][cH:59][cH:60]2)[c:35]2[cH:36][c:37]([O:42][CH2:43][CH2:44][CH2:45][NH2:46])[cH:38][cH:39][c:40]2[cH:41]1)=[O:62].